Dataset: the Open Reaction Database (ORD), a public repository of structured organic reaction records. Task: describe an organic reaction: reactants, conditions, products, and yield Reactants: CC(=O)OC(C)=O, Nc1ccc(I)cc1F, C1CCOC1. The product is CC(=O)Nc1ccc(I)cc1F. RXN SMILES: [CH3:10][C:11](=[O:12])[O:13][C:14](=[O:15])[CH3:16].[F:1][c:2]1[c:3]([NH2:4])[cH:5][cH:6][c:7]([I:9])[cH:8]1.[O:17]1[CH2:18][CH2:19][CH2:20][CH2:21]1>>[F:1][c:2]1[c:3]([NH:4][C:11]([CH3:10])=[O:12])[cH:5][cH:6][c:7]([I:9])[cH:8]1. Starting materials: N(N)C1=C2C=CN=CC2=CC=C1 (5-hydrazinylisoquinoline), COC(CC(OC)OC)OC (1,1,3,3-tetramethoxypropane). Run in CCO (EtOH), C(Cl)Cl (DCM). Conditions: temperature 100 celsius. Product: N1(N=CC=C1)C1=C2C=CN=CC2=CC=C1 (5-(1H-pyrazol-1-yl)isoquinoline). Yield: 73.6%. Reaction SMILES: [NH:1]([C:3]1[CH:12]=[CH:11][CH:10]=[C:9]2[C:4]=1[CH:5]=[CH:6][N:7]=[CH:8]2)[NH2:2].CO[CH:15](OC)[CH2:16][CH:17](OC)OC>CCO.C(Cl)Cl>[N:1]1([C:3]2[CH:12]=[CH:11][CH:10]=[C:9]3[C:4]=2[CH:5]=[CH:6][N:7]=[CH:8]3)[CH:17]=[CH:16][CH:15]=[N:2]1. Procedure: A suspension of 5-hydrazinylisoquinoline (22.0 g, 112 mmol) in EtOH (300 mL) was treated with 1,1,3,3-tetramethoxypropane (27.7 g, 169 mmol) and the mixture was heated to 100° C. for 10 h. The reaction mixture was then concentrated in vacuo and the residue obtained taken up in DCM (500 mL) and washed with a saturated aqueous solution of NaHCO3 gas formation. The aqueous layer was extracted twice with DCM and the combined org. layers were then dried over Na2SO4, filtered and concentrated in vacuo... Starting materials: NC1=NC(=C(C=C1[N+](=O)[O-])Cl)C (2-Amino-5-chloro-6-methyl-3-nitropyridine). Reagents/catalysts: [Pd] (Pd-C). Run in CO (MeOH). Run at time 20 hour. The product is NC1=NC(=C(C=C1N)Cl)C (2,3-Diamino-5-chloro-6-methylpyridine). The yield is 88.1%. As a reaction SMILES: [NH2:1][C:2]1[C:7]([N+:8]([O-])=O)=[CH:6][C:5]([Cl:11])=[C:4]([CH3:12])[N:3]=1>[Pd].CO>[NH2:1][C:2]1[C:7]([NH2:8])=[CH:6][C:5]([Cl:11])=[C:4]([CH3:12])[N:3]=1. Reported procedure: A mixture of the nitropyridine 46 (1.48 g, 7.85 mmol), MeOH (50 mL), and 5% Pd-C (150 mg) was shaken under H2 (20-30 psi) for 20 h. The mixture was filtered and the filtrate was rota-evaporated to dryness to give 1.09 g (87%) of the diamine 47 as a brown powder, mp 128°-130° C. 1H NMR (CDCl3) δ1.661 (s, 3H), 3.233 (bs, 2H), 4.183 (bs, 2H), 6.880 (s, 1H). The product is CC1=NC=CC(=C1)C(CC#N)=O (3-(2-Methylpyridin-4-yl)-3-oxopropanenitrile). As a reaction SMILES: C1COCC1.[C:6](#[N:8])[CH3:7].C([Li])CCC.[CH3:14][C:15]1[CH:16]=[C:17]([CH:22]=[CH:23][N:24]=1)[C:18]([O:20]C)=O>CC(O)=O>[CH3:14][C:15]1[CH:16]=[C:17]([C:18](=[O:20])[CH2:7][C:6]#[N:8])[CH:22]=[CH:23][N:24]=1. Yield: 100.0%. Solvent: CC(=O)O (AcOH). Starting materials: CC=1C=C(C(=O)OC)C=CN1 (Methyl 2-methylisonicotinate), C1CCOC1 (THF), C(C)#N (acetonitrile), C1CCOC1 (THF), C(CCC)[Li] (n-butyllithium). Conditions: temperature -78 celsius, time 2 hour. Procedure details: To a 50 ml flask was added 8 ml of THF, acetonitrile (156 μl, 2.98 mmole), the mixture was cooled to −78° C. and then n-butyllithium (1191 μl, 2.98 mmole, 2.5 m in hexanes) was added. The reaction was stirred for 30 minutes at which time methyl 2-methylisonicotinate 16.1.B (150 mg, 0.99 mmoles) was added as a 2 ml THF solution. After 2 hour at −78° C., 500 μL of AcOH was added and the reaction was warmed to room temperature. The solvent was removed and the crude was purified on a silica gel colu... Reactants: CCOC(=O)C1=C(c2ccccc2)c2ccc(OC)cc2C1=O, C1CCOC1, C[Mg]Cl. RXN SMILES: [CH2:1]([CH3:2])[O:3][C:4](=[O:5])[C:6]1=[C:14]([c:15]2[cH:16][cH:17][cH:18][cH:19][cH:20]2)[c:13]2[c:8]([cH:9][c:10]([O:21][CH3:22])[cH:11][cH:12]2)[C:7]1=[O:23].[CH2:27]1[O:28][CH2:29][CH2:30][CH2:31]1.[CH3:24][Mg:25][Cl:26]>>[CH2:1]([CH3:2])[O:3][C:4](=[O:5])[C:6]1=[C:14]([c:15]2[cH:16][cH:17][cH:18][cH:19][cH:20]2)[c:13]2[c:8]([cH:9][c:10]([O:21][CH3:22])[cH:11][cH:12]2)[C:7]1([OH:23])[CH3:24]. Product: CCOC(=O)C1=C(c2ccccc2)c2ccc(OC)cc2C1(C)O. Reactants: CC(C)(C)O, O=C(O)C1CNC(=O)N1C(=O)OCc1ccccc1, CCCCCC, O=P(Cl)(Cl)Cl, c1ccncc1. Yields the product CC(C)(C)OC(=O)C1CNC(=O)N1C(=O)OCc1ccccc1. Reaction SMILES: [C:20]([CH3:21])([CH3:22])([CH3:23])[OH:24].[CH2:1]([c:2]1[cH:3][cH:4][cH:5][cH:6][cH:7]1)[O:8][C:9](=[O:10])[N:11]1[C:12](=[O:19])[NH:13][CH2:14][CH:15]1[C:16](=[O:17])[OH:18].[CH3:30][CH2:31][CH2:32][CH2:33][CH2:34][CH3:35].[P:25]([Cl:26])([Cl:27])([Cl:28])=[O:29].[cH:36]1[cH:37][cH:38][n:39][cH:40][cH:41]1>>[CH2:1]([c:2]1[cH:3][cH:4][cH:5][cH:6][cH:7]1)[O:8][C:9](=[O:10])[N:11]1[C:12](=[O:19])[NH:13][CH2:14][CH:15]1[C:16](=[O:17])[O:18][C:20]([CH3:21])([CH3:22])[CH3:23]. Starting materials: COC(N=C(C(=NC1=CC=C(C=C1)C1=NOC(=N1)C)C1=CC(=C(C(=C1)OC)O)OC)SC)=O ({2-(4-hydroxy-3,5-dimethoxyphenyl)-2-[4-(5-methyl-[1,2,4]oxadiazol-3-yl)phenylimino]-1-methylsulfanylethylidene}carbamic acid methyl ester), Cl.COC1=C(C=CC=C1)NN (2-methoxyphenylhydrazine hydrochloride). Yields the product C(C)(=O)O.COC=1C=C(C=C(C1OCCOC)OC)C(C1=NN(C(N1)=O)C1=C(C=CC=C1)OC)NC1=CC=C(C(=N)N)C=C1 (4-({[3,5-dimethoxy-4-(2-methoxyethoxy)phenyl]-[1-(2-methoxyphenyl)-5-oxo-4,5-dihydro-1H-[1,2,4]triazol-3-yl]methyl}amino)benzamidine Acetate). RXN SMILES: CO[C:3](=[O:33])[N:4]=[C:5](SC)[C:6]([C:20]1[CH:25]=[C:24]([O:26][CH3:27])[C:23]([OH:28])=[C:22]([O:29][CH3:30])[CH:21]=1)=[N:7][C:8]1[CH:13]=[CH:12][C:11]([C:14]2[N:18]=C(C)O[N:15]=2)=[CH:10][CH:9]=1.Cl.[CH3:35][O:36][C:37]1[CH:42]=[CH:41][CH:40]=[CH:39][C:38]=1[NH:43][NH2:44]>>[C:24]([OH:26])(=[O:36])[CH3:25].[CH3:27][O:26][C:24]1[CH:25]=[C:20]([CH:6]([NH:7][C:8]2[CH:9]=[CH:10][C:11]([C:14]([NH2:18])=[NH:15])=[CH:12][CH:13]=2)[C:5]2[NH:4][C:3](=[O:33])[N:43]([C:38]3[CH:39]=[CH:40][CH:41]=[CH:42][C:37]=3[O:36][CH3:35])[N:44]=2)[CH:21]=[C:22]([O:29][CH3:30])[C:23]=1[O:28][CH2:23][CH2:24][O:26][CH3:27] |f:1.2,3.4|. Procedure details: The same procedure was carried out as in Example (6a), except that {2-(4-hydroxy-3,5-dimethoxyphenyl)-2-[4-(5-methyl-[1,2,4]oxadiazol-3-yl)phenylimino]-1-methylsulfanylethylidene}carbamic acid methyl ester (Example (86a)) was used instead of the {2-(3-hydroxy-5-methoxyphenyl)-2-[4-(5-methyl-[1,2,4]oxadiazol-3-yl)phenylimino]-1-methylsulfanylethylidene}carbamic acid methyl ester in Example (6a), and 2-methoxyphenylhydrazine hydrochloride was used instead of 2-hydrazinopyrimidine, to give the titl...